Dataset: the Open Reaction Database (ORD), a public repository of structured organic reaction records. Task: describe an organic reaction: reactants, conditions, products, and yield As a reaction SMILES: [OH:1][CH:2]1[CH2:7][C:6]([CH3:9])([CH3:8])[N:5]([O:10][CH2:11][CH2:12][CH2:13][CH2:14][CH2:15][CH2:16][CH2:17][CH3:18])[C:4]([CH3:20])([CH3:19])[CH2:3]1.[H-].[Na+].[N:23]1[C:30](Cl)=[N:29][C:27](Cl)=[N:26][C:24]=1Cl>O1CCOCC1>[CH2:11]([O:10][N:5]1[C:6]([CH3:8])([CH3:9])[CH2:7][CH:2]([O:1][C:24]2[N:26]=[C:27]([O:1][CH:2]3[CH2:7][C:6]([CH3:8])([CH3:9])[N:5]([O:10][CH2:11][CH2:12][CH2:13][CH2:14][CH2:15][CH2:16][CH2:17][CH3:18])[C:4]([CH3:19])([CH3:20])[CH2:3]3)[N:29]=[C:30]([O:1][CH:2]3[CH2:7][C:6]([CH3:8])([CH3:9])[N:5]([O:10][CH2:11][CH2:12][CH2:13][CH2:14][CH2:15][CH2:16][CH2:17][CH3:18])[C:4]([CH3:19])([CH3:20])[CH2:3]3)[N:23]=2)[CH2:3][C:4]1([CH3:19])[CH3:20])[CH2:12][CH2:13][CH2:14][CH2:15][CH2:16][CH2:17][CH3:18] |f:1.2|. The reactants are OC1CC(N(C(C1)(C)C)OCCCCCCCC)(C)C (4-hydroxy-1-octyloxy-2,2,6,6-tetramethylpiperidine), [H-].[Na+] (sodium hydride), N1=C(Cl)N=C(Cl)N=C1Cl (cyanuric chloride). Solvent: O1CCOCC1 (1,4-dioxane). Procedure: The title compound is prepared by the reaction of 4-hydroxy-1-octyloxy-2,2,6,6-tetramethylpiperidine, sodium hydride, and cyanuric chloride in 1,4-dioxane solvent. Yields the product C(CCCCCCC)ON1C(CC(CC1(C)C)OC1=NC(=NC(=N1)OC1CC(N(C(C1)(C)C)OCCCCCCCC)(C)C)OC1CC(N(C(C1)(C)C)OCCCCCCCC)(C)C)(C)C (2,4,6-Tris(1-octyloxy-2,2,6,6-tetramethylpiperidin-4-yloxy)1,3,5-triazine). Reactants: c1ccc2[nH]c(CC3CC3)nc2c1, Cn1c(CN2CCC(C(C)(C)O)CC2)nc2c(N3CCOCC3)nc(Cl)nc21. Yields the product Cn1c(CN2CCC(C(C)(C)O)CC2)nc2c(N3CCOCC3)nc(-n3c(CC4CC4)nc4ccccc43)nc21. RXN SMILES: [CH:29]1([CH2:32][c:33]2[nH:34][c:35]3[c:36]([n:37]2)[cH:38][cH:39][cH:40][cH:41]3)[CH2:30][CH2:31]1.[Cl:1][c:2]1[n:3][c:4]([N:23]2[CH2:24][CH2:25][O:26][CH2:27][CH2:28]2)[c:5]2[n:6][c:7]([CH2:12][N:13]3[CH2:14][CH2:15][CH:16]([C:19]([CH3:20])([CH3:21])[OH:22])[CH2:17][CH2:18]3)[n:8]([CH3:11])[c:9]2[n:10]1>>[c:2]1(-[n:34]2[c:33]([CH2:32][CH:29]3[CH2:30][CH2:31]3)[n:37][c:36]3[c:35]2[cH:41][cH:40][cH:39][cH:38]3)[n:3][c:4]([N:23]2[CH2:24][CH2:25][O:26][CH2:27][CH2:28]2)[c:5]2[n:6][c:7]([CH2:12][N:13]3[CH2:14][CH2:15][CH:16]([C:19]([CH3:20])([CH3:21])[OH:22])[CH2:17][CH2:18]3)[n:8]([CH3:11])[c:9]2[n:10]1. Starting materials: C(C)(C)(C)NC1=CC=CC=C1 (tert-butylaniline), C(=O)C1=CC=C(C=C1)C=CCCC(=O)O (5-(4-formylphenyl)penta-4-enoic acid), C(#N)[BH3-].[Na+] (sodium cyanoborohydride), CN1CCCC1=O (NMP), CC(=O)O (HOAc). Solvent: CN(C)C=O.C[C@@H](C(=O)N1CCC[C@H]1C(=O)N2CCC[C@H]2C(=O)N3CCC[C@H]3C(=O)N4CCC[C@H]4C(=O)N5CCC[C@H]5C(=O)N6CCC[C@H]6C(=O)O)NC(=O)[C@@H]7CCCN7C(=O)[C@H](CC(=O)O)NC(=O)[C@H](CC8=CC=C(C=C8)O)N (DMF TMOF), CO (MeOH), CN(C)C=O (DMF). Reaction conditions: time 30 minute. The product is C(C)(C)(C)C1=CC=C(C=C1)NCC1=CC=C(C=C1)C=CCCC(=O)O (5-{4-[(4-tert-Butylphenylamino)methyl]phenyl}-penta-4-enoic Acid). RXN SMILES: [CH:1]([C:3]1[CH:8]=[CH:7][C:6]([CH:9]=[CH:10][CH2:11][CH2:12][C:13]([OH:15])=[O:14])=[CH:5][CH:4]=1)=O.C([NH:20][C:21]1[CH:26]=[CH:25][CH:24]=[CH:23][CH:22]=1)(C)(C)C.[CH3:27]C(O)=O.C([BH3-])#N.[Na+].CN1[C:40](=O)[CH2:39][CH2:38]C1>CN(C=O)C.C[C@H](NC([C@H]1N(C([C@@H](NC([C@@H](N)CC2C=CC(O)=CC=2)=O)CC(O)=O)=O)CCC1)=O)C(N1[C@H](C(N2[C@H](C(N3[C@H](C(N4[C@H](C(N5[C@H](C(N6[C@H](C(O)=O)CCC6)=O)CCC5)=O)CCC4)=O)CCC3)=O)CCC2)=O)CCC1)=O.CN(C=O)C.CO>[C:39]([C:24]1[CH:23]=[CH:22][C:21]([NH:20][CH2:1][C:3]2[CH:8]=[CH:7][C:6]([CH:9]=[CH:10][CH2:11][CH2:12][C:13]([OH:15])=[O:14])=[CH:5][CH:4]=2)=[CH:26][CH:25]=1)([CH3:38])([CH3:40])[CH3:27] |f:3.4,6.7|. Procedure details: Resin linked 5-(4-formylphenyl)penta-4-enoic acid (50 mg) was suspended in NMP:DCP (2 ml, 1:1) for 30 min and then washed with DMF (3×2 ml). The solvent was removed, and a solution of tert-butylaniline (30 mg, 0.2 mmol) in DMF-TMOF (1.5 ml, 1:1) was added followed by HOAc (100 μl). The mixture was stirred at 2 hours at room temperature, before adding a solution of sodium cyanoborohydride (11 mg, 0.15 mmol) in DMF:MeOH (1 ml, 1:1). The mixture was stirred overnight at room temperature, then drain... Starting materials: ClC1=C(C(=NC2=CC=C(C=C12)C(O)C=1C(=NC(=CC1)C)C)OC)CC1=CC=C(C=C1)C(F)(F)F ((4-chloro-2-methoxy-3-(4-(trifluoromethyl)benzyl)quinolin-6-yl)(2,6-dimethylpyridin-3-yl)methanol), Intermediate 10. Reagents/catalysts: [O-2].[O-2].[Mn+4] (manganese dioxide). Solvent: O1CCOCC1 (1,4-dioxane). Reaction conditions: time 1 hour. Yields the product ClC1=C(C(=NC2=CC=C(C=C12)C(=O)C=1C(=NC(=CC1)C)C)OC)CC1=CC=C(C=C1)C(F)(F)F ((4-Chloro-2-methoxy-3-(4-(trifluoromethyl)benzyl)quinolin-6-yl)(2,6-dimethylpyridin-3-yl)methanone). As a reaction SMILES: [Cl:1][C:2]1[C:11]2[C:6](=[CH:7][CH:8]=[C:9]([CH:12]([C:14]3[C:15]([CH3:21])=[N:16][C:17]([CH3:20])=[CH:18][CH:19]=3)[OH:13])[CH:10]=2)[N:5]=[C:4]([O:22][CH3:23])[C:3]=1[CH2:24][C:25]1[CH:30]=[CH:29][C:28]([C:31]([F:34])([F:33])[F:32])=[CH:27][CH:26]=1>[O-2].[O-2].[Mn+4].O1CCOCC1>[Cl:1][C:2]1[C:11]2[C:6](=[CH:7][CH:8]=[C:9]([C:12]([C:14]3[C:15]([CH3:21])=[N:16][C:17]([CH3:20])=[CH:18][CH:19]=3)=[O:13])[CH:10]=2)[N:5]=[C:4]([O:22][CH3:23])[C:3]=1[CH2:24][C:25]1[CH:26]=[CH:27][C:28]([C:31]([F:33])([F:32])[F:34])=[CH:29][CH:30]=1 |f:1.2.3|. Procedure details: To a flask containing (4-chloro-2-methoxy-3-(4-(trifluoromethyl)benzyl)quinolin-6-yl)(2,6-dimethylpyridin-3-yl)methanol (1.51 g, 3.1 mmol, Intermediate 10: step a) was added 1,4-dioxane (50 mL) followed by activated manganese dioxide (1.31 g, 15.1 mmol) and the reaction mixture was heated to reflux. After 1 hour, the contents were filtered while still hot through a pad of Celite® and rinsed with THF. The resulting light yellow solution was concentrated and chromatographed on silica gel (10% acet... Solvent: ClCCl (dichloromethane), C(C)(=O)OCC (ethyl acetate). The reactants are solid, C(C)(=O)O[BH-](OC(C)=O)OC(C)=O.[Na+] (sodium triacetoxyborohydride), C(C)(C)(C)OC(=O)N1CC(CC1)C=O (1-(tert-butyloxycarbonyl)-3-formylpyrrolidine), [N+](=O)([O-])C1=CC=C2CCNC2=C1 (6-nitroindoline), C(C)(=O)O (acetic acid). Reaction SMILES: C(O[BH-](OC(=O)C)OC(=O)C)(=O)C.[Na+].[C:15]([O:19][C:20]([N:22]1[CH2:26][CH2:25][CH:24]([CH:27]=O)[CH2:23]1)=[O:21])([CH3:18])([CH3:17])[CH3:16].[N+:29]([C:32]1[CH:40]=[C:39]2[C:35]([CH2:36][CH2:37][NH:38]2)=[CH:34][CH:33]=1)([O-:31])=[O:30].C(O)(=O)C>ClCCl.C(OCC)(=O)C>[C:15]([O:19][C:20]([N:22]1[CH2:26][CH2:25][CH:24]([CH2:27][N:38]2[C:39]3[C:35](=[CH:34][CH:33]=[C:32]([N+:29]([O-:31])=[O:30])[CH:40]=3)[CH2:36][CH2:37]2)[CH2:23]1)=[O:21])([CH3:18])([CH3:17])[CH3:16] |f:0.1|. Procedure details: 91.5 mmol (19.4 g) of solid sodium triacetoxyborohydride are added slowly, at 20° C., to a solution of 60.8 mmol (12.1 g) of 1-(tert-butyloxycarbonyl)-3-formylpyrrolidine, 60.8 mmol (10 g) of 6-nitroindoline and 60.8 mmol (3.65 g) of acetic acid in 100 ml of dichloromethane. After 2 hours' stirring, the reaction mixture is diluted with ethyl acetate. The organic phase is washed with water until pH=8, and the aqueous phase is then extracted with dichloromethane. After removal of the solvent by ev... Run at time 2 hour. Yields the product C(C)(C)(C)OC(=O)N1CC(CC1)CN1CCC2=CC=C(C=C12)[N+](=O)[O-] (1-(N-tert-butyloxycarbonyl-pyrrolidin-3-ylmethyl)-6-nitro-2,3-dihydroindole). Starting materials: O, O=[N+]([O-])O, COc1cc(C=O)ccc1O. Product: COc1cc(C=O)cc([N+](=O)[O-])c1O. RXN SMILES: [OH2:16].[OH:1][N+:2]([O-:3])=[O:4].[OH:5][c:6]1[c:7]([O:14][CH3:15])[cH:8][c:9]([CH:10]=[O:11])[cH:12][cH:13]1>>[O-:1][N+:2](=[O:4])[c:13]1[c:6]([OH:5])[c:7]([O:14][CH3:15])[cH:8][c:9]([CH:10]=[O:11])[cH:12]1.